describe an organic reaction: reactants, conditions, products, and yield From a dataset of the Open Reaction Database (ORD), a public repository of structured organic reaction records. Reactants: N[C@@H]1C(N(CC1)C1=CC=C(C=C1)OCC1=CC(=CC=C1)F)=O ((S)-3-amino-1-[4-(3-fluoro-benzyloxy)-phenyl]-pyrrolidin-2-one), C(C)(=O)OC(C)=O (acetic anhydride). Run in C(=O)O (formic acid). Yields the product FC=1C=C(COC2=CC=C(C=C2)N2C([C@H](CC2)NC=O)=O)C=CC1 ((S)-N-{1-[4-(3-Fluoro-benzyloxy)-phenyl]-2-oxo-pyrrolidin-3-yl}-formamide). Reaction SMILES: [NH2:1][C@H:2]1[CH2:6][CH2:5][N:4]([C:7]2[CH:12]=[CH:11][C:10]([O:13][CH2:14][C:15]3[CH:20]=[CH:19][CH:18]=[C:17]([F:21])[CH:16]=3)=[CH:9][CH:8]=2)[C:3]1=[O:22].[C:23](OC(=O)C)(=[O:25])C>C(O)=O>[F:21][C:17]1[CH:16]=[C:15]([CH:20]=[CH:19][CH:18]=1)[CH2:14][O:13][C:10]1[CH:9]=[CH:8][C:7]([N:4]2[CH2:5][CH2:6][C@H:2]([NH:1][CH:23]=[O:25])[C:3]2=[O:22])=[CH:12][CH:11]=1. Procedure details: In an analogous manner to that described in Example 12, the reaction of (S)-3-amino-1-[4-(3-fluoro-benzyloxy)-phenyl]-pyrrolidin-2-one with a mixture of acetic anhydride and formic acid yields the title compound as a white solid; MS: m/e=329 (M+H)+. Reactants: O=C([O-])O, CCOC(=O)Cc1ccc(B2OC(C)(C)C(C)(C)O2)cc1, Cc1cc(-c2onc(C)c2NC(=O)OC(C)c2ccccc2F)ccc1Br, [Na+], Cl[Pd]Cl, c1ccc(P(c2ccccc2)c2ccccc2)cc1, c1ccc(P(c2ccccc2)c2ccccc2)cc1. The product is CCOC(=O)Cc1ccc(-c2ccc(-c3onc(C)c3NC(=O)OC(C)c3ccccc3F)cc2C)cc1. RXN SMILES: [C:49](=[O:50])([OH:51])[O-:52].[CH2:28]([CH3:29])[O:30][C:31]([CH2:32][c:33]1[cH:34][cH:35][c:36]([B:39]2[O:40][C:41]([CH3:42])([CH3:43])[C:44]([CH3:45])([CH3:46])[O:47]2)[cH:37][cH:38]1)=[O:48].[F:1][c:2]1[c:3]([CH:8]([CH3:9])[O:10][C:11]([NH:12][c:13]2[c:14]([CH3:26])[n:15][o:16][c:17]2-[c:18]2[cH:19][c:20]([CH3:25])[c:21]([Br:24])[cH:22][cH:23]2)=[O:27])[cH:4][cH:5][cH:6][cH:7]1.[Na+:53].[Pd:54]([Cl:55])[Cl:56].[c:57]1([P:58]([c:59]2[cH:60][cH:61][cH:62][cH:63][cH:64]2)[c:65]2[cH:66][cH:67][cH:68][cH:69][cH:70]2)[cH:71][cH:72][cH:73][cH:74][cH:75]1.[c:76]1([P:77]([c:78]2[cH:79][cH:80][cH:81][cH:82][cH:83]2)[c:84]2[cH:85][cH:86][cH:87][cH:88][cH:89]2)[cH:90][cH:91][cH:92][cH:93][cH:94]1>>[F:1][c:2]1[c:3]([CH:8]([CH3:9])[O:10][C:11]([NH:12][c:13]2[c:14]([CH3:26])[n:15][o:16][c:17]2-[c:18]2[cH:19][c:20]([CH3:25])[c:21](-[c:36]3[cH:35][cH:34][c:33]([CH2:32][C:31]([O:30][CH2:28][CH3:29])=[O:48])[cH:38][cH:37]3)[cH:22][cH:23]2)=[O:27])[cH:4][cH:5][cH:6][cH:7]1. Reactants: O=Cc1ccc([N+](=O)[O-])cc1Br, O=C([O-])[O-], CO, CCO, CCOC(C)=O, [K+], [K+], O=[N+]([O-])c1ccc(-c2cnco2)c(Br)c1, [Na+], [Na+], O=C([O-])[O-], O, O, [C-]#[N+]CS(=O)(=O)c1ccc(C)cc1, Cl[Sn]Cl. The product is Nc1ccc(-c2cnco2)c(Br)c1. RXN SMILES: [Br:1][c:2]1[cH:3][c:4]([N+:5]([O-:6])=[O:7])[cH:8][cH:9][c:10]1[CH:11]=[O:12].[C:13](=[O:14])([O-:15])[O-:16].[CH3:58][OH:59].[CH3:60][CH2:61][OH:62].[CH3:63][CH2:64][O:65][C:66](=[O:67])[CH3:68].[K+:17].[K+:18].[N+:32]([O-:33])(=[O:34])[c:35]1[cH:36][c:37]([Br:46])[c:38](-[c:41]2[cH:42][n:43][cH:44][o:45]2)[cH:39][cH:40]1.[Na+:52].[Na+:53].[O-:54][C:55](=[O:56])[O-:57].[OH2:47].[OH2:48].[S:19]([CH2:20][N+:21]#[C-:22])([c:23]1[cH:24][cH:25][c:26]([CH3:27])[cH:28][cH:29]1)(=[O:30])=[O:31].[Sn:49]([Cl:50])[Cl:51]>>[NH2:32][c:35]1[cH:36][c:37]([Br:46])[c:38](-[c:41]2[cH:42][n:43][cH:44][o:45]2)[cH:39][cH:40]1.